Dataset: the Open Reaction Database (ORD), a public repository of structured organic reaction records. Task: describe an organic reaction: reactants, conditions, products, and yield The reactants are ClCCl, O=S(=O)(OS(=O)(=O)C(F)(F)F)C(F)(F)F, c1ccncc1. Yields the product O=S(=O)(Oc1ccccn1)C(F)(F)F. As a reaction SMILES: [Cl:22][CH2:23][Cl:24].[F:7][C:8]([S:9](=[O:10])(=[O:11])[O:12][S:13]([C:14]([F:15])([F:16])[F:17])(=[O:18])=[O:19])([F:20])[F:21].[cH:1]1[cH:2][cH:3][n:4][cH:5][cH:6]1>>[cH:1]1[cH:2][c:3]([O:12][S:9]([C:8]([F:7])([F:20])[F:21])(=[O:10])=[O:11])[n:4][cH:5][cH:6]1. Starting materials: [OH-].[Na+] (sodium hydroxide), CS(=O)(=O)OCCCCCCCCCCCCCC (tetradecyl methane sulfonate), CN(CCO)CCO (N-methyldiethanolamine). Solvent: O1CCCC1 (tetrahydrofuran), O1CCCC1 (tetrahydrofuran). The product is C(CCCCCCCCCCCCC)OCCN(C)CCOCCCCCCCCCCCCCC (bis-(2-tetradecyloxyethyl)-methyl amine). Reaction SMILES: [OH-].[Na+].[CH3:3][N:4]([CH2:8][CH2:9][OH:10])[CH2:5][CH2:6][OH:7].CS(O[CH2:16][CH2:17][CH2:18][CH2:19][CH2:20][CH2:21][CH2:22][CH2:23][CH2:24][CH2:25][CH2:26][CH2:27][CH2:28][CH3:29])(=O)=O>O1CCCC1>[CH2:16]([O:7][CH2:6][CH2:5][N:4]([CH2:8][CH2:9][O:10][CH2:29][CH2:28][CH2:27][CH2:26][CH2:25][CH2:24][CH2:23][CH2:22][CH2:21][CH2:20][CH2:19][CH2:18][CH2:17][CH3:16])[CH3:3])[CH2:17][CH2:18][CH2:19][CH2:20][CH2:21][CH2:22][CH2:23][CH2:24][CH2:25][CH2:26][CH2:27][CH2:28][CH3:29] |f:0.1|. Reported procedure: A dry vessel under an argon atmosphere was charged with 1.15 g (29 mmol, 2.2 eq) 60% sodium hydroxide in mineral oil. A positive argon pressure was maintained throughout the experiment. The mineral oil was removed by trituration with 3×12 mL dry hexane, then 80 mL anhydrous tetrahydrofuran were added and stirring was initiated. A solution of N-methyldiethanolamine (1.55 g, 13 mmol) in 15 mL anhydrous tetrahydrofuran was added dropwise to the magnetically stirred suspension at room temperature, f... Reactants: ClC1=C(C=C(C(=O)C2=CC=C(C=C2)[N+](=O)[O-])C=C1)[N+](=O)[O-] (4-chloro-3,4'-dinitro benzophenone), C([O-])([O-])=O.[Na+].[Na+] (sodium carbonate), [H][H] (hydrogen). Reagents/catalysts: [Pd] (palladium/alumina). The solvent is ClCCCl (1,2-dichloro ethane). Conditions: temperature 70 celsius, time 10 hour. Yields the product NC=1C=C(C(=O)C2=CC=C(C=C2)N)C=CC1 (3,4'-diamino benzophenone). Reaction SMILES: Cl[C:2]1[CH:18]=[CH:17][C:5]([C:6]([C:8]2[CH:13]=[CH:12][C:11]([N+:14]([O-])=O)=[CH:10][CH:9]=2)=[O:7])=[CH:4][C:3]=1[N+:19]([O-])=O.C(=O)([O-])[O-].[Na+].[Na+].[H][H]>[Pd].ClCCCl>[NH2:19][C:3]1[CH:4]=[C:5]([CH:17]=[CH:18][CH:2]=1)[C:6]([C:8]1[CH:9]=[CH:10][C:11]([NH2:14])=[CH:12][CH:13]=1)=[O:7] |f:1.2.3|. Procedure: To an autoclave there are added 30.7 g (0.1 moles) of 4-chloro-3,4'-dinitro benzophenone, 10.6 g (0.1 moles) of sodium carbonate, 1 g of 5% palladium/alumina catalyst (available from Nihon-Engelhardt Co.) and 250 ml of 1,2-dichloro ethane. With the mixture being stirred at 30°-35° C., the reaction is carried out at a constant pressure for 10 hours by introducing hydrogen into the mixture. After completion of the reaction, the reaction mixture is heated up to 70° C. to be subjected to filtering f... The reactants are C=CCCc1cc(Cl)nc(SC)n1, C1COCCN1, C1COCCO1, CCN(C(C)C)C(C)C. Yields the product C=CCCc1cc(N2CCOCC2)nc(SC)n1. As a reaction SMILES: [CH2:1]([CH2:2][CH:3]=[CH2:4])[c:5]1[n:6][c:7]([S:12][CH3:13])[n:8][c:9]([Cl:11])[cH:10]1.[CH2:23]1[CH2:24][O:25][CH2:26][CH2:27][NH:28]1.[CH2:29]1[O:30][CH2:31][CH2:32][O:33][CH2:34]1.[CH:14]([N:15]([CH2:16][CH3:17])[CH:18]([CH3:19])[CH3:20])([CH3:21])[CH3:22]>>[CH2:1]([CH2:2][CH:3]=[CH2:4])[c:5]1[n:6][c:7]([S:12][CH3:13])[n:8][c:9]([N:28]2[CH2:23][CH2:24][O:25][CH2:26][CH2:27]2)[cH:10]1. Starting materials: B(O)(O)O (boric acid), C(CCCC)[C@@H]1CC[C@H](CC1)C1=CC(=C(C(=C1)F)I)F (4-(trans-4-n-pentyl cyclohexyl)-2,6-difluoroiodobenzene), Cl (hydrochloric acid), [Li]CCCC (n-BuLi), FC=1C=C(C=C(C1)F)[Mg]Br (3,5-difluorophenylmagnesium bromide), II (iodine), C(=O)([O-])[O-].[Na+].[Na+] (Na2CO3), BrC1=CC=C(C=C1)OC(F)(F)F (p-bromotrifluoromethoxybenzene), Mg, C(CCCC)C1CCC(CC1)=O (4-pentylcyclohexanone), 3,5-difluoropenyl, B(OC)(OC)OC (trimethyl borate). The reagents and catalysts are C=1C=CC(=CC1)[P](C=2C=CC=CC2)(C=3C=CC=CC3)[Pd]([P](C=4C=CC=CC4)(C=5C=CC=CC5)C=6C=CC=CC6)([P](C=7C=CC=CC7)(C=8C=CC=CC8)C=9C=CC=CC9)[P](C=1C=CC=CC1)(C=1C=CC=CC1)C=1C=CC=CC1 (tetrakis(triphenylphosphine)palladium(0)). Solvent: O (water), C1CCOC1.CN(C)CCN(C)C (THF TMEDA), C1CCOC1 (THF), C1(=CC=CC=C1)C (toluene), C1CCOC1 (THF), C1CCOC1 (THF). Run at time 1 hour. Product: C(CCCC)[C@@H]1CC[C@H](CC1)C1=CC(=C(C(=C1)F)C1=CC=C(C=C1)OC(F)(F)F)F (4-(trans-4-n-pentylcyclohexyl)-2,6-difluoro-4′-trifluoromethoxybiphenyl). Reaction SMILES: Br[C:2]1[CH:7]=[CH:6][C:5]([O:8][C:9]([F:12])([F:11])[F:10])=[CH:4][CH:3]=1.B(OC)(OC)OC.Cl.B(O)(O)O.[CH2:25]([C@H:30]1[CH2:35][CH2:34][C@H:33]([C:36]2[CH:41]=[C:40]([F:42])[C:39](I)=[C:38]([F:44])[CH:37]=2)[CH2:32][CH2:31]1)[CH2:26][CH2:27][CH2:28][CH3:29].C(C1CCC(=O)CC1)CCCC.FC1C=C([Mg]Br)C=C(F)C=1.[Li]CCCC.II.C([O-])([O-])=O.[Na+].[Na+]>C1COCC1.C1COCC1.CN(CCN(C)C)C.C1C=CC([P]([Pd]([P](C2C=CC=CC=2)(C2C=CC=CC=2)C2C=CC=CC=2)([P](C2C=CC=CC=2)(C2C=CC=CC=2)C2C=CC=CC=2)[P](C2C=CC=CC=2)(C2C=CC=CC=2)C2C=CC=CC=2)(C2C=CC=CC=2)C2C=CC=CC=2)=CC=1.C1(C)C=CC=CC=1.O>[CH2:25]([C@H:30]1[CH2:35][CH2:34][C@H:33]([C:36]2[CH:37]=[C:38]([F:44])[C:39]([C:2]3[CH:7]=[CH:6][C:5]([O:8][C:9]([F:12])([F:11])[F:10])=[CH:4][CH:3]=3)=[C:40]([F:42])[CH:41]=2)[CH2:32][CH2:31]1)[CH2:26][CH2:27][CH2:28][CH3:29] |f:9.10.11,13.14,^1:101,103,122,141|. Procedure details: A solution of 0.1 mol of p-bromotrifluoromethoxybenzene in 100 ml of THF is added dropwise to a suspension of 0.1 mol of Mg turnings in 50 ml of THF at such a rate that the reaction mixture boils gently. After the mixture has been stirred for one hour, 0.1 mol of trimethyl borate is added dropwise at room temperature, and the mixture is stirred for a further hour and hydrolyzed using dilute hydrochloric acid. After extractive work-up, the resultant boric acid (0.05 mol) is refluxed for two hours... Starting materials: CO, COc1ccc2c(C(=O)OC(C)C)nc(Nc3cc(C)[nH]n3)cc2c1, [K+], [OH-]. The product is COc1ccc2c(C(=O)O)nc(Nc3cc(C)[nH]n3)cc2c1. As a reaction SMILES: [CH3:28][OH:29].[CH:1]([CH3:2])([CH3:3])[O:4][C:5](=[O:6])[c:7]1[n:8][c:9]([NH:19][c:20]2[n:21][nH:22][c:23]([CH3:25])[cH:24]2)[cH:10][c:11]2[cH:12][c:13]([O:17][CH3:18])[cH:14][cH:15][c:16]12.[K+:27].[OH-:26]>>[O:4]=[C:5]([OH:6])[c:7]1[n:8][c:9]([NH:19][c:20]2[n:21][nH:22][c:23]([CH3:25])[cH:24]2)[cH:10][c:11]2[cH:12][c:13]([O:17][CH3:18])[cH:14][cH:15][c:16]12. Reactants: C1(CC1)C(C1C(OC(OC1=O)(C)C)=O)C1=CC(=C(C=C1)OC)O (5-(cyclopropyl(3-hydroxy-4-methoxyphenyl)methyl)-2,2-dimethyl-1,3-dioxane-4,6-dione), O (water). Run in CN(C)C=O (DMF). Run at temperature 90 celsius, time 15 hour. Yields the product C1(CC1)C(CC(=O)O)C1=CC(=C(C=C1)OC)O (3-cyclopropyl-3-(3-hydroxy-4-methoxyphenyl) propanoic acid). The yield is 75.3%. As a reaction SMILES: [CH:1]1([CH:4]([C:15]2[CH:20]=[CH:19][C:18]([O:21][CH3:22])=[C:17]([OH:23])[CH:16]=2)[CH:5]2C(=O)OC(C)(C)[O:7][C:6]2=[O:14])[CH2:3][CH2:2]1.O>CN(C=O)C>[CH:1]1([CH:4]([C:15]2[CH:20]=[CH:19][C:18]([O:21][CH3:22])=[C:17]([OH:23])[CH:16]=2)[CH2:5][C:6]([OH:14])=[O:7])[CH2:3][CH2:2]1. Procedure: To a solution of 5-(cyclopropyl(3-hydroxy-4-methoxyphenyl)methyl)-2,2-dimethyl-1,3-dioxane-4,6-dione (2.70 g) in DMF (20 mL) was added water (2.0 mL), and the mixture was stirred at 90° C. for 15 hr. The reaction mixture was cooled to room temperature, and extracted with ethyl acetate. The extract was washed with 1N hydrochloric acid and saturated brine, and dried over anhydrous sodium sulfate. The solvent was evaporated under reduced pressure, and the residue was purified by silica gel column c... The reactants are ClC1=CC=C(CN2C(NC(C=3NC(=NC23)C(C)C)=O)=O)C=C1 (3-(4-chlorobenzyl)-8-isopropyl-xanthine), P12(=S)SP3(=S)SP(=S)(S1)SP(=S)(S2)S3 (phosphorus pentasulfide), [OH-].[Na+] (NaOH). Run in N1=CC=CC=C1 (pyridine), C(Cl)(Cl)Cl (chloroform). Isolated yield 135.5%. RXN SMILES: [Cl:1][C:2]1[CH:22]=[CH:21][C:5]([CH2:6][N:7]2[C:15]3[N:14]=[C:13]([CH:16]([CH3:18])[CH3:17])[NH:12][C:11]=3[C:10](=O)[NH:9][C:8]2=[O:20])=[CH:4][CH:3]=1.P12(SP3(SP(SP(S3)(S1)=S)(=S)S2)=S)=[S:24].[OH-].[Na+]>N1C=CC=CC=1.C(Cl)(Cl)Cl>[Cl:1][C:2]1[CH:22]=[CH:21][C:5]([CH2:6][N:7]2[C:15]3[N:14]=[C:13]([CH:16]([CH3:18])[CH3:17])[NH:12][C:11]=3[C:10](=[S:24])[NH:9][C:8]2=[O:20])=[CH:4][CH:3]=1 |f:2.3|. Run at temperature -5 celsius. Procedure: 12.75 g of 3-(4-chlorobenzyl)-8-isopropyl-xanthine and 10.67 g of phosphorus pentasulfide were heated under reflux in 200 ml of pyridine for 5.5 hours. After cooling to -5° C., 52.5 ml of 2N NaOH was added over 15 minutes. The solid was filtered off and the filtrate evaporated in vacuo to dryness. The residue was suspended in 250 ml of water (pH 7), the solid collected and washed. The crude product was redissolved in 200 ml of 2N NaOH, treated with 1.4 g of charcoal, filtered and neutralized wit... Yields the product ClC1=CC=C(CN2C(NC(C=3NC(=NC23)C(C)C)=S)=O)C=C1 (3-(4-Chlorobenzyl)-8-isopropyl-6-thioxanthine).